This data is from the Open Reaction Database (ORD), a public repository of structured organic reaction records. The task is: describe an organic reaction: reactants, conditions, products, and yield The product is C(C)(C)(C)NC(CN1CCNCC1)=O (N-tert-Butyl-2-piperazin-1-yl-acetamide). Reactants: C(C)(C)(C)OC(=O)N1CCNCC1 (1-tert-butyloxycarbonyl-piperazine), ClCC(=O)Cl (chloroacetyl-chloride), C(C)(C)(C)N (N-tert-butylamine). RXN SMILES: C(O[C:6]([N:8]1[CH2:13][CH2:12][NH:11][CH2:10][CH2:9]1)=O)(C)(C)C.ClC[C:16](Cl)=[O:17].[C:19]([NH2:23])([CH3:22])([CH3:21])[CH3:20]>>[C:19]([NH:23][C:16](=[O:17])[CH2:6][N:8]1[CH2:9][CH2:10][NH:11][CH2:12][CH2:13]1)([CH3:22])([CH3:21])[CH3:20]. Procedure details: The title compound was prepared from 1-tert-butyloxycarbonyl-piperazine, chloroacetyl-chloride and N-tert-butylamine in an analogous manner as described in example 21.